Dataset: the Open Reaction Database (ORD), a public repository of structured organic reaction records. Task: describe an organic reaction: reactants, conditions, products, and yield Starting materials: CN1CCC2=C(CC1)C=C(C=C2)NC(=O)[C@@H](CCC2=NN=NN2)NC(OC(C)(C)C)=O (tert.butyl(R)-[1-(3-methyl-2,3,4,5-tetrahydro-1H-benzo[d]azepin-7-ylcarbamoyl)-3-(1H-tetrazol-5-yl)-propyl]-carbamate). The solvent is Cl (hydrochloric acid). The product is N[C@@H](C(=O)NC1=CC2=C(CCN(CC2)C)C=C1)CCC1=NN=NN1 ((R)-2-amino-N-(3-methyl-2,3,4,5-tetrahydro-1H-benzo[d]azepin-7-yl)-4-(1H-tetrazol-5-yl)-butyramide). Reaction SMILES: [CH3:1][N:2]1[CH2:8][CH2:7][C:6]2[CH:9]=[C:10]([NH:13][C:14]([C@H:16]([NH:24]C(=O)OC(C)(C)C)[CH2:17][CH2:18][C:19]3[NH:23][N:22]=[N:21][N:20]=3)=[O:15])[CH:11]=[CH:12][C:5]=2[CH2:4][CH2:3]1>Cl>[NH2:24][C@H:16]([CH2:17][CH2:18][C:19]1[NH:23][N:22]=[N:21][N:20]=1)[C:14]([NH:13][C:10]1[CH:11]=[CH:12][C:5]2[CH2:4][CH2:3][N:2]([CH3:1])[CH2:8][CH2:7][C:6]=2[CH:9]=1)=[O:15]. Procedure: 49.8 mg (90 μmol) tert.butyl(R)-[1-(3-methyl-2,3,4,5-tetrahydro-1H-benzo[d]azepin-7-ylcarbamoyl)-3-(1H-tetrazol-5-yl)-propyl]-carbamate are stirred in 1 ml of 2 molar aqueous hydrochloric acid at 50° C. for 2.5 h and then evaporated to dryness. The reactants are ClC=1C(=C(C(=O)O)C=CC1)F (3-Chloro-2-fluorobenzoic acid), S(=O)(Cl)Cl (thionyl chloride). Solvent: C1(=CC=CC=C1)C (toluene). Product: ClC=1C(=C(C(=O)Cl)C=CC1)F (3-Chloro-2-fluorobenzoyl chloride). The yield is 99.3%. Reaction SMILES: [Cl:1][C:2]1[C:3]([F:11])=[C:4]([CH:8]=[CH:9][CH:10]=1)[C:5](O)=[O:6].S(Cl)([Cl:14])=O>C1(C)C=CC=CC=1>[Cl:1][C:2]1[C:3]([F:11])=[C:4]([CH:8]=[CH:9][CH:10]=1)[C:5]([Cl:14])=[O:6]. Procedure: 3-Chloro-2-fluorobenzoic acid (10.0 g, 0.06 mol), thionyl chloride (31 ml, 50 g, 0.4 mol) and dry toluene (40 ml) were heated at reflux for 3 h. The solution was cooled and the volatiles were removed in vacuo. The residue was azeotroped with toluene (2×30 ml) to give the product (11.5 g) as a clear yellow oil. Reactants: O(C1=CC=CC=C1)C1=CC=C(C=C1)C(C1=CC=CC=C1)=O (p-phenoxybenzophenone), O(C1=CC=CC=C1)C1=CC=C(N)C=C1 (p-phenoxyaniline), C(CCCCC(=O)Cl)(=O)Cl (adipoyl chloride), CN(C)C=O (DMF), C(C1=CC=C(C(=O)Cl)C=C1)(=O)Cl (terephthaloyl chloride), [Cl-].[Al+3].[Cl-].[Cl-] (aluminum chloride). Solvent: ClCCCl (DCE). Product: O(C1=CC=CC=C1)C1=CC=C(C=C1)NC(CCCCC(=O)NC1=CC=C(C=C1)OC1=CC=CC=C1)=O (N,N'-Bis-(4-phenoxyphenyl)adipamide), amide. Reaction SMILES: [O:1]([C:8]1[CH:14]=[CH:13][C:11]([NH2:12])=[CH:10][CH:9]=1)[C:2]1[CH:7]=[CH:6][CH:5]=[CH:4][CH:3]=1.[C:15](Cl)(=[O:23])[CH2:16][CH2:17][CH2:18][CH2:19][C:20](Cl)=[O:21].C(Cl)(=O)C1C=CC(C(Cl)=O)=CC=1.[O:37]([C:44]1[CH:49]=[CH:48][C:47](C(=O)C2C=CC=CC=2)=[CH:46][CH:45]=1)[C:38]1[CH:43]=[CH:42][CH:41]=[CH:40][CH:39]=1.[Cl-].[Al+3].[Cl-].[Cl-].C[N:63](C=O)C>ClCCCl>[O:1]([C:8]1[CH:9]=[CH:10][C:11]([NH:12][C:15](=[O:23])[CH2:16][CH2:17][CH2:18][CH2:19][C:20]([NH:63][C:47]2[CH:48]=[CH:49][C:44]([O:37][C:38]3[CH:43]=[CH:42][CH:41]=[CH:40][CH:39]=3)=[CH:45][CH:46]=2)=[O:21])=[CH:13][CH:14]=1)[C:2]1[CH:3]=[CH:4][CH:5]=[CH:6][CH:7]=1 |f:4.5.6.7|. Procedure: N,N'-Bis-(4-phenoxyphenyl)adipamide was prepared by the reaction of p-phenoxyaniline with adipoyl chloride. This amide (5.8625 g, 0.0122 moles) was polymerized with terephthaloyl chloride (2.4969 g, 0.0123 moles) using p-phenoxybenzophenone (0.0825 g, 0.0003 moles) as capping agent and following the procedure of Example 27. The amounts of aluminum chloride, DMF and DCE used were 14.48 g (0.1086 moles), 3.79 mLs (0.0492 moles) and 60 mL, respectively. The light pink fibrous polymer which was obta...